This data is from the Open Reaction Database (ORD), a public repository of structured organic reaction records. The task is: describe an organic reaction: reactants, conditions, products, and yield Reactants: [OH-].[K+] (potassium hydroxide), C(COCCOCCO)O (triethylene glycol), O=C(CCC(C)C)C1=CC=C(C=C1)Br (4-(1-oxo-4-methyl-pentyl)bromobenzene), O=C(CCC(C)C)C1=CC=C(C=C1)Br (4-(1-oxo-4-methyl-pentyl)bromobenzene), [OH-].[K+] (potassium hydroxide), O.NN (hydrazine hydrate). Run at temperature 100 celsius, time 8.5 hour. Yields the product CC(CCCC1=CC=C(C=C1)Br)C (4-(4-methylpentyl)bromobenzene). RXN SMILES: [OH-].[K+].C(O)COCCOCCO.O=[C:14]([C:20]1[CH:25]=[CH:24][C:23]([Br:26])=[CH:22][CH:21]=1)[CH2:15][CH2:16][CH:17]([CH3:19])[CH3:18].O.NN>>[CH3:18][CH:17]([CH3:19])[CH2:16][CH2:15][CH2:14][C:20]1[CH:21]=[CH:22][C:23]([Br:26])=[CH:24][CH:25]=1 |f:0.1,4.5|. Reported procedure: A mixture of 6.45 g (115 mmol) of potassium hydroxide and 42 ml of triethylene glycol was heated at around 100 degrees C. until the potassium hydroxide was dissolved. The mixture was allowed to cool and then treated with 10 g (39 mmol) of 4-(1-oxo-4-methylpentyl)bromobenzene (Compound 29) followed by 3 g (94 mmol) of hydrazine hydrate. The mixture was slowly brought to reflux and heated at reflux for 1 hour. The apparatus was modified for distillation and the mixture heated until approximately 7... Reactants: O=C([O-])[O-], COc1ccc(O)cc1, CS(C)=O, FC(F)(F)c1cnc(Cl)c(Cl)c1, [H-], [K+], [K+], [Na+], O. Product: COc1ccc(Oc2ncc(C(F)(F)F)cc2Cl)cc1. RXN SMILES: [C:24](=[O:25])([O-:26])[O-:27].[CH3:1][O:2][c:3]1[cH:4][cH:5][c:6]([OH:9])[cH:7][cH:8]1.[CH3:30][S:31](=[O:32])[CH3:33].[Cl:12][c:13]1[n:14][cH:15][c:16]([C:20]([F:21])([F:22])[F:23])[cH:17][c:18]1[Cl:19].[H-:10].[K+:28].[K+:29].[Na+:11].[OH2:34]>>[CH3:1][O:2][c:3]1[cH:4][cH:5][c:6]([O:9][c:13]2[n:14][cH:15][c:16]([C:20]([F:21])([F:22])[F:23])[cH:17][c:18]2[Cl:19])[cH:7][cH:8]1. The reactants are ClC1=C(C=C(C=C1)N1C(C2=C(C1=O)CCCC2)=O)OC(CC)C(=O)O (N-[4-chloro-3-(1-carboxypropoxy)phenyl]-3,4,5,6-tetrahydrophthalimide), S(=O)(Cl)Cl (thionyl chloride). Conditions: time 1 hour. Yields the product ClC1=C(C=C(C=C1)N1C(C2=C(C1=O)CCCC2)=O)OC(CC)C(NCCC)=O (N-[[4-chloro-3-[1-(propylcarbamoyl)propoxy]phenyl]]-3,4,5,6-tetrahydrophthalimide). Reaction SMILES: [Cl:1][C:2]1[CH:7]=[CH:6][C:5]([N:8]2[C:12](=[O:13])[C:11]3[CH2:14][CH2:15][CH2:16][CH2:17][C:10]=3[C:9]2=[O:18])=[CH:4][C:3]=1[O:19][CH:20]([C:23](O)=[O:24])[CH2:21][CH3:22].S(Cl)(Cl)=O>>[Cl:1][C:2]1[CH:7]=[CH:6][C:5]([N:8]2[C:12](=[O:13])[C:11]3[CH2:14][CH2:15][CH2:16][CH2:17][C:10]=3[C:9]2=[O:18])=[CH:4][C:3]=1[O:19][CH:20]([C:23](=[O:24])[NH:8][CH2:5][CH2:4][CH3:3])[CH2:21][CH3:22]. Reported procedure: A mixture of 2.00 g. of N-[4-chloro-3-(1-carboxypropoxy)phenyl]-3,4,5,6-tetrahydrophthalimide and 5 ml. of thionyl chloride was refluxed with stirring for 1 hour and excess thionyl chloride was distilled off under a reduced pressure. The product was dissolved in 10 ml. of toluene and a mixture of 0.36 g. of n-propylamine, 0.6 g. of triethylamine and 5 ml. of toluene was added and the mixture was stirred at room temperature for 2 hours. Chloroform was added and the resulting organic phase was was... Starting materials: ClC=1C2=C(N=C(N1)NC(C)=O)C=CC(=N2)Cl (N-(4,6-dichloro-pyrido[3,2-d]pyrimidin-2-yl)-acetamide), ClC=1N=C(C2=C(N1)C=CC(=N2)C2=CC=C(C=C2)F)Cl (2,4-dichloro-6-(4-fluoro-phenyl)-pyrido[3,2-d]pyrimidine). Yields the product ClC=1C=CC=2N=C(N=C(C2N1)C1CC1)NC(C)=O (N-(6-chloro-4-cyclopropyl-pyrido[3,2-d]pyrimidin-2-yl)-acetamide). As a reaction SMILES: Cl[C:2]1[C:3]2[N:15]=[C:14]([Cl:16])[CH:13]=[CH:12][C:4]=2[N:5]=[C:6]([NH:8][C:9](=[O:11])[CH3:10])[N:7]=1.ClC1N=C(Cl)C2N=[C:26]([C:28]3[CH:33]=CC(F)=CC=3)C=CC=2N=1>>[Cl:16][C:14]1[CH:13]=[CH:12][C:4]2[N:5]=[C:6]([NH:8][C:9](=[O:11])[CH3:10])[N:7]=[C:2]([CH:33]3[CH2:28][CH2:26]3)[C:3]=2[N:15]=1. Procedure: The experimental procedure of example 12 was repeated, except for the use of N-(4,6-dichloro-pyrido[3,2-d]pyrimidin-2-yl)-acetamide (a compound described in WO 2006/135993) instead of 2,4-dichloro-6-(4-fluoro-phenyl)-pyrido[3,2-d]pyrimidine. The resulting compound was characterized as follows: MS (m/z) 263.0 [M+H]+; HPLC Rt=2.24 minutes (Method B). Reactants: OC=1C=CC2=C(CCC3CC(N(N=C23)C2=NC=CC=C2)=O)C1 (8-hydroxy-2-(2-pyridyl)-4,4a,5,6-tetrahydrobenzo[h]cinnolin-3(2H)-one), C([O-])([O-])=O.[K+].[K+] (potassium carbonate), CN(C=O)C (dimethylformamide), ClCCCN1CCOCC1 (N-(3-chloropropyl)morpholine). The solvent is O (water). Run at temperature 55 celsius, time 3 hour. The product is Cl.Cl.O1CCN(CC1)CCCOC=1C=CC2=C(CCC3CC(N(N=C23)C2=NC=CC=C2)=O)C1 (8-(3-morpholinopropoxy)-2-(2-pyridyl)-4,4a,5,6-tetrahydrobenzo[h]cinnolin-3(2H)-one. dihydrochloride). Isolated yield 30.6%. Reaction SMILES: [OH:1][C:2]1[CH:3]=[CH:4][C:5]2[C:14]3[CH:9]([CH2:10][C:11](=[O:21])[N:12]([C:15]4[CH:20]=[CH:19][CH:18]=[CH:17][N:16]=4)[N:13]=3)[CH2:8][CH2:7][C:6]=2[CH:22]=1.C(=O)([O-])[O-].[K+].[K+].CN(C)C=O.[Cl:34][CH2:35][CH2:36][CH2:37][N:38]1[CH2:43][CH2:42][O:41][CH2:40][CH2:39]1>O>[ClH:34].[ClH:34].[O:41]1[CH2:42][CH2:43][N:38]([CH2:37][CH2:36][CH2:35][O:1][C:2]2[CH:3]=[CH:4][C:5]3[C:14]4[CH:9]([CH2:10][C:11](=[O:21])[N:12]([C:15]5[CH:20]=[CH:19][CH:18]=[CH:17][N:16]=5)[N:13]=4)[CH2:8][CH2:7][C:6]=3[CH:22]=2)[CH2:39][CH2:40]1 |f:1.2.3,7.8.9|. Reported procedure: To a mixture of 1.4 g of 8-hydroxy-2-(2-pyridyl)-4,4a,5,6-tetrahydrobenzo[h]cinnolin-3(2H)-one, 1.4 g of potassium carbonate and 30 ml of dimethylformamide is added 1.3 g of N-(3-chloropropyl)morpholine, and the mixture is stirred at 55° C. for 3 hours. After the completion of the reaction, water is added to the reaction mixture and the mixture is extracted with ethyl acetate. The extract is washed with water and dried over magnesium sulfate. The solvent is distilled off under reduced pressure. ... Starting materials: CCO, COCCOc1cc(C(=O)OC)ccc1-c1ccc(F)cc1, [Na+], [OH-]. The product is COCCOc1cc(C(=O)O)ccc1-c1ccc(F)cc1. RXN SMILES: [CH3:25][CH2:26][OH:27].[F:1][c:2]1[cH:3][cH:4][c:5](-[c:8]2[c:9]([O:18][CH2:19][CH2:20][O:21][CH3:22])[cH:10][c:11]([C:14](=[O:15])[O:16][CH3:17])[cH:12][cH:13]2)[cH:6][cH:7]1.[Na+:24].[OH-:23]>>[F:1][c:2]1[cH:3][cH:4][c:5](-[c:8]2[c:9]([O:18][CH2:19][CH2:20][O:21][CH3:22])[cH:10][c:11]([C:14](=[O:15])[OH:16])[cH:12][cH:13]2)[cH:6][cH:7]1.